This data is from the Open Reaction Database (ORD), a public repository of structured organic reaction records. The task is: describe an organic reaction: reactants, conditions, products, and yield Reactants: C(C)(C)(C)N1SC(C(=C1)CCCC)=N (2-tert-butyl-4-butylisothiazol-5(2H)-imine), O=C1CC(CC1)C(=O)O (3-oxocyclopentanecarboxylic acid). Product: C(CCC)C/1=CN(S\C1=N/C(=O)C1CC(CC1)=O)C(C)(C)C (N-[(5Z)-4-butyl-2-tert-butylisothiazol-5(2H)-ylidene]-3-oxocyclopentanecarboxamide). Reaction SMILES: [C:1]([N:5]1[CH:9]=[C:8]([CH2:10][CH2:11][CH2:12][CH3:13])[C:7](=[NH:14])[S:6]1)([CH3:4])([CH3:3])[CH3:2].[O:15]=[C:16]1[CH2:20][CH2:19][CH:18]([C:21](O)=[O:22])[CH2:17]1>>[CH2:10]([C:8]1=[CH:9][N:5]([C:1]([CH3:4])([CH3:3])[CH3:2])[S:6]/[C:7]/1=[N:14]\[C:21]([CH:18]1[CH2:19][CH2:20][C:16](=[O:15])[CH2:17]1)=[O:22])[CH2:11][CH2:12][CH3:13]. Procedure details: The product from Example 92B and 3-oxocyclopentanecarboxylic acid (Aldrich) were processed using the method described in Example 92C to afford the title compound. 1H NMR (DMSO-d6) δ 0.91 (t, J=7.5 Hz, 3H), 1.25-1.36 (m, 2H), 1.57 (s, 9H), 1.55-1.84 (m, 2H), 1.98-2.06 (m, 1H), 2.13-2.28 (m, 3H), 2.39-2.42 (m, 2H), 2.61-2.66 (m, 2H), 3.27-3.34 (m, 1H), 8.55 (s, 1H). MS (ESI+) m/z 323 (M+H)+. Anal. calcd. for C17H26N2O2S: C, 63.32; H, 8.13; N, 8.69. Found: C, 63.19; H, 8.07; N, 8.66. Starting materials: [N+](=O)([O-])C1=CC=C(C=C1)CC(=O)NN (2-(4-nitrophenyl)acetohydrazide), C(CCC)(OC)(OC)OC (trimethyl orthobutyrate), CS(=O)(=O)O (methanesulfonic acid), O1CCCC1 (tetrahydrofuran). The solvent is O (Water). The product is [N+](=O)([O-])C1=CC=C(CC=2OC(=NN2)CCC)C=C1 (2-(4-nitrobenzyl)-5-propyl-1,3,4-oxadiazole), oil. The yield is 87.0%. Reaction SMILES: [N+:1]([C:4]1[CH:9]=[CH:8][C:7]([CH2:10][C:11]([NH:13][NH2:14])=[O:12])=[CH:6][CH:5]=1)([O-:3])=[O:2].[C:15](OC)(OC)(OC)[CH2:16][CH2:17][CH3:18].CS(O)(=O)=O.O1CCCC1>O>[N+:1]([C:4]1[CH:5]=[CH:6][C:7]([CH2:10][C:11]2[O:12][C:15]([CH2:16][CH2:17][CH3:18])=[N:14][N:13]=2)=[CH:8][CH:9]=1)([O-:3])=[O:2]. Procedure details: A mixture of 2-(4-nitrophenyl)acetohydrazide (7.0 g), trimethyl orthobutyrate (16.01 g), methanesulfonic acid (0.69 g) and tetrahydrofuran (200 mL) was heated under reflux for 2 hrs. Water was poured into the reaction mixture, and the mixture was extracted with ethyl acetate. The organic layer was washed successively with saturated aqueous sodium hydrogen carbonate and saturated brine, dried over anhydrous magnesium sulfate and concentrated. The residue was subjected to silica gel column chromat... Reactants: C(C)(C)(C)OC([C@H]1N(C[C@H](C1)CN(C(=NC(=O)OC(C)(C)C)N)C(=O)OC(C)(C)C)C(=O)OC(C)(C)C)=O ((4S)-1-(tert-Butyloxycarbonyl)-4-[N,N'-bis(tert-butyloxycarbonyl)guanidinomethyl]-L-proline tert-butyl ester), Cl (HCl). Run in O1CCOCC1 (dioxane). Yields the product Cl.Cl.N(C(=N)N)C[C@H]1C[C@H](NC1)C(=O)O ((4S)-4-(Guanidinomethyl)-L-Proline Dihydrochloride). RXN SMILES: C([O:5][C:6](=[O:38])[C@@H:7]1[CH2:11][C@H:10]([CH2:12][N:13](C(OC(C)(C)C)=O)[C:14]([NH2:23])=[N:15]C(OC(C)(C)C)=O)[CH2:9][N:8]1C(OC(C)(C)C)=O)(C)(C)C.[ClH:39]>O1CCOCC1>[ClH:39].[ClH:39].[NH:13]([CH2:12][C@@H:10]1[CH2:9][NH:8][C@H:7]([C:6]([OH:38])=[O:5])[CH2:11]1)[C:14]([NH2:23])=[NH:15] |f:3.4.5|. Procedure details: (4S)-1-(tert-Butyloxycarbonyl)-4-[N,N'-bis(tert-butyloxycarbonyl)guanidinomethyl]-L-proline tert-butyl ester (81 mg, 0.149 mmol) was treated with 4N HCl in dioxane (1 mL) at room temperature overnight. The reaction mixture was evaporated under diminished pressure, coevaporated several times with diethyl ether and several times with methanol. The product was dried under high vacuum; yield 38.7 mg (100%). Mass spectrum: m/z 187 (M+1); 400 MHz 1H NMR (CD3OD): δ1.85 (m, 1H); 2.61-2.80 (m, 2H); 3.13 ... The reactants are C(C1=CC=CC=C1)N1CCN(CC1)CC=CC(=O)OC (methyl 4-(4-benzylpiperazin-1-yl)but-2-enoate), [H][H] (hydrogen). The reagents and catalysts are [OH-].[OH-].[Pd+2] (palladium hydroxide on carbon). Run in CO (methanol). Product: C(C1=CC=CC=C1)N1CCN(CC1)CCCC(=O)OC (methyl 4-(4-benzylpiperazin-1-yl)butanoate). Yield: 60.6%. Reaction SMILES: [CH2:1]([N:8]1[CH2:13][CH2:12][N:11]([CH2:14][CH:15]=[CH:16][C:17]([O:19][CH3:20])=[O:18])[CH2:10][CH2:9]1)[C:2]1[CH:7]=[CH:6][CH:5]=[CH:4][CH:3]=1.[H][H]>CO.[OH-].[OH-].[Pd+2]>[CH2:1]([N:8]1[CH2:9][CH2:10][N:11]([CH2:14][CH2:15][CH2:16][C:17]([O:19][CH3:20])=[O:18])[CH2:12][CH2:13]1)[C:2]1[CH:3]=[CH:4][CH:5]=[CH:6][CH:7]=1 |f:3.4.5|. Procedure: A solution of methyl 4-(4-benzylpiperazin-1-yl)but-2-enoate (10.2 g, 0.04 moles) in methanol was added to 20% palladium hydroxide on carbon and placed under 40 psi hydrogen gas for 7 h. The resulting solution was filtered through celite and evaporated to afford methyl 4-(4-benzylpiperazin-1-yl)butanoate (6.70 g, 97%). MS (ESI+) for m/z 187 (M+H)+. Reactants: N1C=CC2=C(C=CC=C12)C=1N=C(C2=C(N1)C1=C(O2)N=CC(=C1)CN(C)C)N1CCOCC1 ([2-(1H-Indol-4-yl)-4-morpholin-4-yl-pyrido[3′,2′:4,5]furo[3,2-d]pyrimidin-8-ylmethyl]-dimethyl-amine), Cl.FC1CCNCC1 (4-fluoropiperidine hydrochloride), CC(=O)[O-].[Na+] (NaOAc), ( g ), [BH-](OC(=O)C)(OC(=O)C)OC(=O)C.[Na+] (NaBH(OAc)3), [BH3-]C#N.[Na+] (NaBH3CN). The solvent is CN(C)C=O (DMF). Run at time 16 hour. Product: ClC=1N=C(C2=C(N1)C1=C(O2)N=CC(=C1)CN(C)C)N1CCOCC1 ((2-Chloro-4-morpholin-4-yl-pyrido[3′,2′:4,5]furo[3,2-d]pyrimidin-8-ylmethyl)-dimethyl-amine). The yield is 5.6%. RXN SMILES: N1C2C(=C([C:10]3[N:11]=[C:12]([N:27]4[CH2:32][CH2:31][O:30][CH2:29][CH2:28]4)[C:13]4[O:18][C:17]5[N:19]=[CH:20][C:21]([CH2:23][N:24]([CH3:26])[CH3:25])=[CH:22][C:16]=5[C:14]=4[N:15]=3)C=CC=2)C=C1.[ClH:33].FC1CCNCC1.CC([O-])=O.[Na+].[BH-](OC(C)=O)(OC(C)=O)OC(C)=O.[Na+].[BH3-]C#N.[Na+]>CN(C=O)C>[Cl:33][C:10]1[N:11]=[C:12]([N:27]2[CH2:32][CH2:31][O:30][CH2:29][CH2:28]2)[C:13]2[O:18][C:17]3[N:19]=[CH:20][C:21]([CH2:23][N:24]([CH3:26])[CH3:25])=[CH:22][C:16]=3[C:14]=2[N:15]=1 |f:1.2,3.4,5.6,7.8|. Procedure: To compound 8 (as per Example H above) (80 mg, 0.25 mmol) in dry DMF (12 mL) was added 4-fluoropiperidine hydrochloride (70 mg, 0.5 mmol) and NaOAc (41 mg, 0.5 mmol) under Ar(g). After 20 minutes NaBH(OAc)3 (106 mg, 0.5 mmol) and NaBH3CN (16 mg, 0.25 mmol) were added and the suspension was stirred for 16 h. The DMF was then removed in vacuo, EtOAc (45 mL) was added along with 50% saturated brine (7 mL), the layers separated, extracted with EtOAc (2×15 mL), dried (MgSO4) and concentrated in vacuo... The reactants are CN(C)C=O, CSc1nn2c(Cl)cc(C)nc2c1S(=O)(=O)c1ccccc1, c1ccc(N2CCNCC2)cc1. The product is CSc1nn2c(N3CCN(c4ccccc4)CC3)cc(C)nc2c1S(=O)(=O)c1ccccc1. RXN SMILES: [O:35]=[CH:36][N:37]([CH3:38])[CH3:39].[c:13]1([S:19](=[O:20])(=[O:21])[c:22]2[c:23]([S:33][CH3:34])[n:24][n:25]3[c:26]2[n:27][c:28]([CH3:32])[cH:29][c:30]3[Cl:31])[cH:14][cH:15][cH:16][cH:17][cH:18]1.[c:1]1([N:7]2[CH2:8][CH2:9][NH:10][CH2:11][CH2:12]2)[cH:2][cH:3][cH:4][cH:5][cH:6]1>>[c:1]1([N:7]2[CH2:8][CH2:9][N:10]([c:30]3[n:25]4[n:24][c:23]([S:33][CH3:34])[c:22]([S:19]([c:13]5[cH:14][cH:15][cH:16][cH:17][cH:18]5)(=[O:20])=[O:21])[c:26]4[n:27][c:28]([CH3:32])[cH:29]3)[CH2:11][CH2:12]2)[cH:2][cH:3][cH:4][cH:5][cH:6]1. Procedure: 3 g of methanesulfonic acid 3-[2,6-dichloro-4-(3,3-dichloro-allyloxy)-phenoxy]-propyl ester, 0.93 g of 4-hydroxybenzonitrile and 2.9 g of potassium carbonate are stirred for 17 hours at 40° C. in 30 ml of dimethylformamide. The reaction mixture is poured onto water and extracted with ethyl acetate. Concentration of the organic phase yields 4-{3-[2,6-dichloro-4-(3,3-dichloro-allyloxy)-phenoxy]-propoxy}-benzonitrile. 1H-NMR (CDCl3) 300 MHz: 2.30 (m, 2H), 4.14 (t, 2H), 4.32 (t, 2H), 4.58 (d, 2H), 6... As a reaction SMILES: [Cl:1][C:2]1[CH:16]=[C:15]([O:17][CH2:18][CH:19]=[C:20]([Cl:22])[Cl:21])[CH:14]=[C:13]([Cl:23])[C:3]=1[O:4][CH2:5][CH2:6][CH2:7][O:8]S(C)(=O)=O.O[C:25]1[CH:32]=[CH:31][C:28]([C:29]#[N:30])=[CH:27][CH:26]=1.C(=O)([O-])[O-].[K+].[K+]>CN(C)C=O>[Cl:1][C:2]1[CH:16]=[C:15]([O:17][CH2:18][CH:19]=[C:20]([Cl:22])[Cl:21])[CH:14]=[C:13]([Cl:23])[C:3]=1[O:4][CH2:5][CH2:6][CH2:7][O:8][C:25]1[CH:32]=[CH:31][C:28]([C:29]#[N:30])=[CH:27][CH:26]=1 |f:2.3.4|. Run in CN(C=O)C (dimethylformamide). Product: ClC1=C(OCCCOC2=CC=C(C#N)C=C2)C(=CC(=C1)OCC=C(Cl)Cl)Cl (4-{3-[2,6-dichloro-4-(3,3-dichloro-allyloxy)-phenoxy]-propoxy}-benzonitrile). Starting materials: ClC1=C(OCCCOS(=O)(=O)C)C(=CC(=C1)OCC=C(Cl)Cl)Cl (methanesulfonic acid 3-[2,6-dichloro-4-(3,3-dichloro-allyloxy)-phenoxy]-propyl ester), OC1=CC=C(C#N)C=C1 (4-hydroxybenzonitrile), C([O-])([O-])=O.[K+].[K+] (potassium carbonate).